This data is from the Open Reaction Database (ORD), a public repository of structured organic reaction records. The task is: describe an organic reaction: reactants, conditions, products, and yield Starting materials: Oc1c(Br)cc(F)cc1Br, O=C([O-])[O-], CI, CC(C)=O, [K+], [K+]. The product is COc1c(Br)cc(F)cc1Br. Reaction SMILES: [Br:1][c:2]1[c:3]([OH:10])[c:4]([Br:9])[cH:5][c:6]([F:8])[cH:7]1.[C:11](=[O:12])([O-:13])[O-:14].[CH3:17][I:18].[CH3:19][C:20](=[O:21])[CH3:22].[K+:15].[K+:16]>>[Br:1][c:2]1[c:3]([O:10][CH3:11])[c:4]([Br:9])[cH:5][c:6]([F:8])[cH:7]1. Reaction SMILES: [F:1][C:2]1[CH:7]=[C:6]([Si:8]([CH3:11])([CH3:10])[CH3:9])[CH:5]=[CH:4][C:3]=1[NH2:12].[Li+].C[Si]([N-][Si](C)(C)C)(C)C.Cl[C:24]1[N:32]=[C:31]([Cl:33])[CH:30]=[CH:29][C:25]=1[C:26]([OH:28])=[O:27]>C1COCC1>[Cl:33][C:31]1[CH:30]=[CH:29][C:25]([C:26]([OH:28])=[O:27])=[C:24]([NH:12][C:3]2[CH:4]=[CH:5][C:6]([Si:8]([CH3:9])([CH3:11])[CH3:10])=[CH:7][C:2]=2[F:1])[N:32]=1 |f:1.2|. The yield is 77.9%. Run at temperature -78 celsius, time 2.5 hour. Reported procedure: To a cold (−78° C.) solution of 2-fluoro-4-trimethylsilanyl-phenylamine (64.7 g, 353 mmol) in anhydrous THF (170 mL) was added a solution of LHMDS (555 mL, 1 M in hexanes, 555 mmol) dropwise over 45 minutes under a nitrogen atmosphere. After 2.5 hours at 78° C., a solution of 2,6-dichloro-nicotinic acid (33.8 g, 177 mmol) in anhydrous THF (100 mL) was added. The reaction mixture was stirred at −78° C. for 30 minutes then allowed to warm to room temperature. After 18 hours stirring at room temper... The reactants are FC1=C(C=CC(=C1)[Si](C)(C)C)N (2-fluoro-4-trimethylsilanyl-phenylamine), [Li+].C[Si](C)(C)[N-][Si](C)(C)C (LHMDS), ClC1=C(C(=O)O)C=CC(=N1)Cl (2,6-dichloro-nicotinic acid). Yields the product ClC1=NC(=C(C(=O)O)C=C1)NC1=C(C=C(C=C1)[Si](C)(C)C)F (6-Chloro-2-(2-fluoro-4-trimethylsilanyl-phenylamino)nicotinic acid). The solvent is C1CCOC1 (THF), C1CCOC1 (THF). Starting materials: NC1=C2C=CN=CC2=CC=C1 (5-aminoisoquinoline), BrC1=NC=C(C=C1)Br (2,5-dibromopyridine), CC(C)([O-])C.[Na+] (sodium tert-butoxide). Reagents/catalysts: C(C)(=O)[O-].[Pd+2].C(C)(=O)[O-] (palladium acetate), C1(=CC=CC=C1)P(C1=C(C2=CC=CC=C2C=C1)C1=C(C=CC2=CC=CC=C12)P(C1=CC=CC=C1)C1=CC=CC=C1)C1=CC=CC=C1 (rac-2,2′-bis(diphenylphosphino)-1,1′-binaphthyl). Run at temperature 130 celsius, time 12 hour. Yields the product BrC=1C=CC(=NC1)NC=1C=2C=CN=CC2C=CC1 (N-(5-bromopyridin-2-yl)isoquinolin-5-amine). Isolated yield 74.0%. RXN SMILES: [NH2:1][C:2]1[CH:11]=[CH:10][CH:9]=[C:8]2[C:3]=1[CH:4]=[CH:5][N:6]=[CH:7]2.Br[C:13]1[CH:18]=[CH:17][C:16]([Br:19])=[CH:15][N:14]=1.CC(C)([O-])C.[Na+]>C([O-])(=O)C.[Pd+2].C([O-])(=O)C.C1(P(C2C=CC=CC=2)C2C=CC3C(=CC=CC=3)C=2C2C3C(=CC=CC=3)C=CC=2P(C2C=CC=CC=2)C2C=CC=CC=2)C=CC=CC=1>[Br:19][C:16]1[CH:17]=[CH:18][C:13]([NH:1][C:2]2[C:3]3[CH:4]=[CH:5][N:6]=[CH:7][C:8]=3[CH:9]=[CH:10][CH:11]=2)=[N:14][CH:15]=1 |f:2.3,4.5.6|. Procedure: To a mixture of 5-aminoisoquinoline (2.53 g, 17.5 mmol) and 2,5-dibromopyridine (3.62 g, 15.3 mmol) was added palladium acetate (0.17 g, 0.76 mmol) and rac-2,2′-bis(diphenylphosphino)-1,1′-binaphthyl (0.47 g, 0.76 mmol). The flask was flushed with nitrogen and p-xylene was added followed by sodium tert-butoxide (2.2 g, 22.9 mmol). Nitrogen was bubbled through the mixture for 5 minutes and the reaction was then heated with stirring at 130° C. for 12 hours under an atmosphere of nitrogen. The mixt... The reactants are O=C(O)CCC=Cc1ccc(Br)c(F)c1, CC(C)O. The product is O=C(O)CCCCc1ccc(Br)c(F)c1. Reaction SMILES: [Br:1][c:2]1[c:3]([F:15])[cH:4][c:5]([CH:8]=[CH:9][CH2:10][CH2:11][C:12](=[O:13])[OH:14])[cH:6][cH:7]1.[CH3:16][CH:17]([OH:18])[CH3:19]>>[Br:1][c:2]1[c:3]([F:15])[cH:4][c:5]([CH2:8][CH2:9][CH2:10][CH2:11][C:12](=[O:13])[OH:14])[cH:6][cH:7]1. Starting materials: CC1(NC(=O)OCc2ccccc2)CCNCC1, CCN(C(C)C)C(C)C, N#Cc1ccnc(Cl)c1, C1COCCO1. Yields the product CC1(NC(=O)OCc2ccccc2)CCN(c2cc(C#N)ccn2)CC1. RXN SMILES: [CH2:1]([c:2]1[cH:3][cH:4][cH:5][cH:6][cH:7]1)[O:8][C:9]([NH:10][C:11]1([CH3:17])[CH2:12][CH2:13][NH:14][CH2:15][CH2:16]1)=[O:18].[CH:28]([N:29]([CH:30]([CH3:31])[CH3:32])[CH2:33][CH3:34])([CH3:35])[CH3:36].[Cl:19][c:20]1[n:21][cH:22][cH:23][c:24]([C:26]#[N:27])[cH:25]1.[O:37]1[CH2:38][CH2:39][O:40][CH2:41][CH2:42]1>>[CH2:1]([c:2]1[cH:3][cH:4][cH:5][cH:6][cH:7]1)[O:8][C:9]([NH:10][C:11]1([CH3:17])[CH2:12][CH2:13][N:14]([c:20]2[n:21][cH:22][cH:23][c:24]([C:26]#[N:27])[cH:25]2)[CH2:15][CH2:16]1)=[O:18]. Reactants: IC=1C=C(C=CC1)CN1C(=NC2=C1C(CCC2)O)C(C)C (1-[(3-iodophenyl)methyl]-2-(1-methylethyl)-4,5,6,7-tetrahydro-1H-benzimidazol-7-ol), C(C(=O)OCC)(C(=O)OCC)C(=O)OCC (triethyl methanetricarboxylate), CC(C)OC(=O)/N=N/C(=O)OC(C)C (DIAD), CP(C)C (trimethylphosphine). Run in C1(=CC=CC=C1)C (Toluene), CC1OCCC1 (2-Methyltetrahydrofuran), ClCCl (dichloromethane). Run at temperature -78 celsius, time 40 minute. The product is IC=1C=C(C=CC1)CN1C(=NC2=C1C(CCC2)C(C(=O)OCC)(C(=O)OCC)C(=O)OCC)C(C)C (triethyl [1-[(3-iodophenyl)methyl]-2-(1-methylethyl)-4,5,6,7-tetrahydro-1H-benzimidazol-7-yl]methanetricarboxylate). As a reaction SMILES: [I:1][C:2]1[CH:3]=[C:4]([CH2:8][N:9]2[C:13]3[CH:14](O)[CH2:15][CH2:16][CH2:17][C:12]=3[N:11]=[C:10]2[CH:19]([CH3:21])[CH3:20])[CH:5]=[CH:6][CH:7]=1.[CH:22]([C:33]([O:35][CH2:36][CH3:37])=[O:34])([C:28]([O:30][CH2:31][CH3:32])=[O:29])[C:23]([O:25][CH2:26][CH3:27])=[O:24].CP(C)C.CC(OC(/N=N/C(OC(C)C)=O)=O)C>C1(C)C=CC=CC=1.CC1CCCO1.ClCCl>[I:1][C:2]1[CH:3]=[C:4]([CH2:8][N:9]2[C:13]3[CH:14]([C:22]([C:33]([O:35][CH2:36][CH3:37])=[O:34])([C:23]([O:25][CH2:26][CH3:27])=[O:24])[C:28]([O:30][CH2:31][CH3:32])=[O:29])[CH2:15][CH2:16][CH2:17][C:12]=3[N:11]=[C:10]2[CH:19]([CH3:21])[CH3:20])[CH:5]=[CH:6][CH:7]=1. Reported procedure: To a stirred solution of Intermediate 91 (5.7 g) in Toluene (50 mL) and 2-Methyltetrahydrofuran (2-MeTHF) (50 mL) under nitrogen was added triethyl methanetricarboxylate (6.14 mL) followed by trimethylphosphine (2.54 mL). The reaction mixture was then cooled to −78° C. and DIAD (5.68 mL) was added dropwise over 12 min. The reaction mixture was allowed to continue stirring at −78° C. and under nitrogen for a further 40 min. The reaction mixture was then allowed to warm to room temperature and all... Reactants: CCCCO, CCN(C(C)C)C(C)C, N#Cc1c(N)ncnc1Cl, CC(N)c1nc2cccnn2c1-c1ccccn1. Yields the product CC(Nc1ncnc(N)c1C#N)c1nc2cccnn2c1-c1ccccn1. RXN SMILES: [CH2:38]([OH:39])[CH2:40][CH2:41][CH3:42].[CH:29]([N:30]([CH2:31][CH3:32])[CH:33]([CH3:34])[CH3:35])([CH3:36])[CH3:37].[NH2:19][c:20]1[n:21][cH:22][n:23][c:24]([Cl:28])[c:25]1[C:26]#[N:27].[n:1]1[c:2](-[c:7]2[c:8]([CH:16]([CH3:17])[NH2:18])[n:9][c:10]3[n:11]2[n:12][cH:13][cH:14][cH:15]3)[cH:3][cH:4][cH:5][cH:6]1>>[n:1]1[c:2](-[c:7]2[c:8]([CH:16]([CH3:17])[NH:18][c:24]3[n:23][cH:22][n:21][c:20]([NH2:19])[c:25]3[C:26]#[N:27])[n:9][c:10]3[n:11]2[n:12][cH:13][cH:14][cH:15]3)[cH:3][cH:4][cH:5][cH:6]1. Reactants: C(C(CO)(CO)N)O.Cl (Tris-HCl), C([C@H]([C@@H](CS)O)O)S (DTT), C(CN(CC(=O)O)CC(=O)O)N(CC(=O)O)CC(=O)O (EDTA). Procedure: The cell pellet was homogenized in 6 volumes 0.1 M Tris-HCl pH 8, 0.2 M NaCl, 5 mM DTT, 1 mM EDTA, and Apo-2L was isolated from the soluble fraction by IMAC on a chelating hiTRAP column (Pharmacia) charged with nickel. The Apo-2L had a weak affinity for immobilized metal and could be eluted with low concentrations of imidazole. A final purification was obtained by cation exchange chromatography on a SP hiTRAP column (Pharmacia). Concentrations of purified Apo-2L variants were determined by absor... Reaction SMILES: C(O)[C:2](N)([CH2:5][OH:6])CO.Cl.C(S)[C@@H](O)[C@H]([OH:15])CS.[CH2:18]([N:29]([CH2:34]C(O)=O)CC(O)=O)[CH2:19][N:20](CC(O)=O)CC(O)=O>>[CH:19]1[N:20]=[CH:34][NH:29][C:18]=1[CH2:2][C:5]([OH:6])=[O:15] |f:0.1|. Yields the product C1=C(NC=N1)CC(=O)O (IMAC).